Dataset: the Open Reaction Database (ORD), a public repository of structured organic reaction records. Task: describe an organic reaction: reactants, conditions, products, and yield The reactants are Cc1c(C(=O)O)cnn1-c1cccc(C(F)(F)F)c1, N#Cc1cc(N)ccc1N1CCC(N2CCOCC2)CC1. Product: Cc1c(C(=O)Nc2ccc(N3CCC(N4CCOCC4)CC3)c(C#N)c2)cnn1-c1cccc(C(F)(F)F)c1. Reaction SMILES: [F:1][C:2]([c:3]1[cH:4][c:5](-[n:9]2[n:10][cH:11][c:12]([C:15](=[O:16])[OH:17])[c:13]2[CH3:14])[cH:6][cH:7][cH:8]1)([F:18])[F:19].[NH2:20][c:21]1[cH:22][cH:23][c:24]([N:29]2[CH2:30][CH2:31][CH:32]([N:35]3[CH2:36][CH2:37][O:38][CH2:39][CH2:40]3)[CH2:33][CH2:34]2)[c:25]([C:26]#[N:27])[cH:28]1>>[F:1][C:2]([c:3]1[cH:4][c:5](-[n:9]2[n:10][cH:11][c:12]([C:15](=[O:17])[NH:20][c:21]3[cH:22][cH:23][c:24]([N:29]4[CH2:30][CH2:31][CH:32]([N:35]5[CH2:36][CH2:37][O:38][CH2:39][CH2:40]5)[CH2:33][CH2:34]4)[c:25]([C:26]#[N:27])[cH:28]3)[c:13]2[CH3:14])[cH:6][cH:7][cH:8]1)([F:18])[F:19].